This data is from the Open Reaction Database (ORD), a public repository of structured organic reaction records. The task is: describe an organic reaction: reactants, conditions, products, and yield The reactants are C(CCC=C)(=O)C1CCN(CC1)C(=O)OCC1=CC=CC=C1 (benzyl 4-pent-4-enoylpiperidine-1-carboxylate), C(C)(=O)[O-].[NH4+] (ammonium acetate), C(C)(C)(C)[N+]#[C-] (tert-butyl isocyanide), FC(CO)(F)F (2,2,2-trifluoroethanol). Run in O (water). Reaction conditions: time 14 day. The product is C(C)(=O)NC(C(=O)NC(C)(C)C)(CCC=C)C1CCN(CC1)C(=O)OCC1=CC=CC=C1 (benzyl 4-(2-acetamido-1-(tert-butylamino)-1-oxohex-5-en-2-yl)piperidine-1-carboxylate). Yield: 56.0%. RXN SMILES: [C:1]([CH:7]1[CH2:12][CH2:11][N:10]([C:13]([O:15][CH2:16][C:17]2[CH:22]=[CH:21][CH:20]=[CH:19][CH:18]=2)=[O:14])[CH2:9][CH2:8]1)(=O)[CH2:2][CH2:3][CH:4]=[CH2:5].[C:23]([O-:26])(=O)[CH3:24].[NH4+:27].[C:28]([N+:32]#[C-])([CH3:31])([CH3:30])[CH3:29].FC(F)(F)[CH2:36][OH:37]>O>[C:23]([NH:27][C:1]([CH:7]1[CH2:12][CH2:11][N:10]([C:13]([O:15][CH2:16][C:17]2[CH:22]=[CH:21][CH:20]=[CH:19][CH:18]=2)=[O:14])[CH2:9][CH2:8]1)([CH2:2][CH2:3][CH:4]=[CH2:5])[C:36]([NH:32][C:28]([CH3:31])([CH3:30])[CH3:29])=[O:37])(=[O:26])[CH3:24] |f:1.2|. Reported procedure: A solution of benzyl 4-pent-4-enoylpiperidine-1-carboxylate (10.0 g, 33.2 mmol) and ammonium acetate (6.16 g, 80 mmol) in 2,2,2-trifluoroethanol (10 mL) was treated with tert-butyl isocyanide (2.57 g, 3.50 mL, 31 mmol). After stirring at room temperature for 14 days, the reaction mixture was added to a separatory funnel, diluted with water (100 mL) and extracted with ethyl acetate (2×100 mL). The organic layer was washed with saturated aqueous sodium chloride, dried over MgSO4, filtered and conc...